Dataset: the Open Reaction Database (ORD), a public repository of structured organic reaction records. Task: describe an organic reaction: reactants, conditions, products, and yield Reactants: FC(C1=C(C=CC=C1)S(=O)(=O)NC1=C(C2=C(S1)CCCC2)C(=O)OCC)(F)F (ethyl 2-(2-trifluoromethylbenzenesulphonylamino)-4,5,6,7-tetrahydrobenzo[b]thiophene-3-carboxylate), C(C)OC(=O)C=1C2=C(SC1N)CCCC2 (ethyl-2-amino-4,5,6,7-tetrahydrobenzo[b]thiophene-3-carboxylate), C1(CCCCC1)S(=O)(=O)Cl (cyclohexanesulphonyl chloride). Product: C1(CCCCC1)S(=O)(=O)NC1=C(C2=C(S1)CCCC2)C(=O)OCC (Ethyl 2-(cyclohexanesulphonylamino)-4,5,6,7-tetrahydrobenzo[b]thiophene-3-carboxylate). RXN SMILES: FC(F)(F)[C:3]1[CH:8]=[CH:7][CH:6]=[CH:5][C:4]=1[S:9]([NH:12][C:13]1[S:17][C:16]2[CH2:18][CH2:19][CH2:20][CH2:21][C:15]=2[C:14]=1[C:22]([O:24][CH2:25][CH3:26])=[O:23])(=[O:11])=[O:10].C(OC(C1C2CCCCC=2SC=1N)=O)C.C1(S(Cl)(=O)=O)CCCCC1>>[CH:4]1([S:9]([NH:12][C:13]2[S:17][C:16]3[CH2:18][CH2:19][CH2:20][CH2:21][C:15]=3[C:14]=2[C:22]([O:24][CH2:25][CH3:26])=[O:23])(=[O:11])=[O:10])[CH2:3][CH2:8][CH2:7][CH2:6][CH2:5]1. Procedure details: Prepared by proceeding in a similar manner to Intermediate 27, starting from ethyl-2-amino-4,5,6,7-tetrahydrobenzo[b]thiophene-3-carboxylate and cyclohexanesulphonyl chloride. The reactants are CC(C)(C#N)N=NC(C)(C)C#N (AIBN), C1CC(=O)N(C1=O)Br (NBS), CC1=C(C=CC(=C1)[N+](=O)[O-])C(C(F)(F)F)(F)F (2-Methyl-4-nitro-1-pentafluoroethyl-benzene). Solvent: C(Cl)Cl (CH2Cl2), C(Cl)(Cl)(Cl)Cl (CCl4). Reaction conditions: time 24 hour. Product: BrCC1=C(C=CC(=C1)[N+](=O)[O-])C(C(F)(F)F)(F)F (2-Bromomethyl-4-nitro-1-pentafluoroethyl-benzene). Reaction SMILES: [CH3:1][C:2]1[CH:7]=[C:6]([N+:8]([O-:10])=[O:9])[CH:5]=[CH:4][C:3]=1[C:11]([F:17])([F:16])[C:12]([F:15])([F:14])[F:13].CC(N=NC(C#N)(C)C)(C#N)C.C1C(=O)N([Br:37])C(=O)C1>C(Cl)(Cl)(Cl)Cl.C(Cl)Cl>[Br:37][CH2:1][C:2]1[CH:7]=[C:6]([N+:8]([O-:10])=[O:9])[CH:5]=[CH:4][C:3]=1[C:11]([F:16])([F:17])[C:12]([F:14])([F:15])[F:13]. Procedure: 2-Methyl-4-nitro-1-pentafluoroethyl-benzene (2.55 g) was dissolved in CCl4 (30 ml) and AIBN (164 mg) and NBS (1.96 g) were added. The reaction was heated to reflux and stirred for 24 h. The mix was diluted with CH2Cl2, washed with sat'd NaHCO2, dried over MgSO4 and concentrated to give the compound as an oil which was used without further purification. Starting materials: C(C)OC(=O)C1(CC1)C1=CC=C(C=C1)C1=CC=C(C=C1)C=1C=NN(C1N)C (1-[4′-(5-amino-1-methyl-1H-pyrazol-4-yl)-biphenyl-4-yl]-cyclopropanecarboxylic acid ethyl ester), C1(=CC=CC=C1)C=1SC(=CN1)C=O (2-phenyl-thiazole-5-carbaldehyde). Yields the product C(C)OC(=O)C1(CC1)C1=CC=C(C=C1)C1=CC=C(C=C1)C=1C=NN(C1NCC1=CN=C(S1)C1=CC=CC=C1)C (1-(4′-{1-Methyl-5-[(2-phenyl-thiazol-5-ylmethyl)-amino]-1H-pyrazol-4-yl}-biphenyl-4-yl)-cyclopropanecarboxylic acid ethyl ester). Reaction SMILES: [CH2:1]([O:3][C:4]([C:6]1([C:9]2[CH:14]=[CH:13][C:12]([C:15]3[CH:20]=[CH:19][C:18]([C:21]4[CH:22]=[N:23][N:24]([CH3:27])[C:25]=4[NH2:26])=[CH:17][CH:16]=3)=[CH:11][CH:10]=2)[CH2:8][CH2:7]1)=[O:5])[CH3:2].[C:28]1([C:34]2[S:35][C:36]([CH:39]=O)=[CH:37][N:38]=2)[CH:33]=[CH:32][CH:31]=[CH:30][CH:29]=1>>[CH2:1]([O:3][C:4]([C:6]1([C:9]2[CH:10]=[CH:11][C:12]([C:15]3[CH:20]=[CH:19][C:18]([C:21]4[CH:22]=[N:23][N:24]([CH3:27])[C:25]=4[NH:26][CH2:39][C:36]4[S:35][C:34]([C:28]5[CH:29]=[CH:30][CH:31]=[CH:32][CH:33]=5)=[N:38][CH:37]=4)=[CH:17][CH:16]=3)=[CH:13][CH:14]=2)[CH2:8][CH2:7]1)=[O:5])[CH3:2]. Procedure: Prepared according to the procedure described in Example 21, Step 5, using the following starting materials: 1-[4′-(5-amino-1-methyl-1H-pyrazol-4-yl)-biphenyl-4-yl]-cyclopropanecarboxylic acid ethyl ester and 2-phenyl-thiazole-5-carbaldehyde. Starting materials: ClC1=CC=C(C(=O)NC2=C(C=CC=C2C)C)C=C1 (4-chloro-N-(2.6-dimethylphenyl)-benzamide), [I-].[Na+] (sodium iodide), crude product, [OH-].[Na+] (sodium hydroxide), COC(CCCCCCCBr)=O (8-bromocaprylic acid methyl ester). Run in CN(C=O)C (dimethylformamide). Product: COC(CCCCCCCN(C(C1=CC=C(C=C1)Cl)=O)C1=C(C=CC=C1C)C)=O (8-[4-Chloro-N-(2.6-dimethylphenyl)-benzamido]-caprylic acid methyl ester). RXN SMILES: [Cl:1][C:2]1[CH:18]=[CH:17][C:5]([C:6]([NH:8][C:9]2[C:14]([CH3:15])=[CH:13][CH:12]=[CH:11][C:10]=2[CH3:16])=[O:7])=[CH:4][CH:3]=1.[OH-].[Na+].[CH3:21][O:22][C:23](=[O:32])[CH2:24][CH2:25][CH2:26][CH2:27][CH2:28][CH2:29][CH2:30]Br.[I-].[Na+]>CN(C)C=O>[CH3:21][O:22][C:23](=[O:32])[CH2:24][CH2:25][CH2:26][CH2:27][CH2:28][CH2:29][CH2:30][N:8]([C:9]1[C:14]([CH3:15])=[CH:13][CH:12]=[CH:11][C:10]=1[CH3:16])[C:6](=[O:7])[C:5]1[CH:17]=[CH:18][C:2]([Cl:1])=[CH:3][CH:4]=1 |f:1.2,4.5|. Procedure: As described in example 1(a), the reaction is carried out with 11 g (42 mmol) of 4-chloro-N-(2.6-dimethylphenyl)-benzamide, 1.8 g (75 mmol) of sodium hydroxide, 12 g (50 mmol) of 8-bromocaprylic acid methyl ester, 100 cc. of dimethylformamide and 1.2 g (8 mmol) of sodium iodide. Reaction time: 4 hours, reaction temperature: 110°-120° C. The crude product is used in the next reaction step without further purification. Reactants: CN(C)C=O, O=C(Cl)C(=O)Cl, ClCCl, O=C(O)c1nc2ccccc2n(-c2ccc3c(c2)OCO3)c1=O. Product: O=C(Cl)c1nc2ccccc2n(-c2ccc3c(c2)OCO3)c1=O. Reaction SMILES: [CH3:30][N:31]([CH3:32])[CH:33]=[O:34].[Cl:24][C:25]([C:26]([Cl:27])=[O:28])=[O:29].[Cl:35][CH2:36][Cl:37].[O:1]1[CH2:2][O:3][c:4]2[c:5]1[cH:6][cH:7][c:8](-[n:10]1[c:11](=[O:23])[c:12]([C:20](=[O:21])[OH:22])[n:13][c:14]3[cH:15][cH:16][cH:17][cH:18][c:19]13)[cH:9]2>>[O:1]1[CH2:2][O:3][c:4]2[c:5]1[cH:6][cH:7][c:8](-[n:10]1[c:11](=[O:23])[c:12]([C:20](=[O:21])[Cl:24])[n:13][c:14]3[cH:15][cH:16][cH:17][cH:18][c:19]13)[cH:9]2. The reactants are CCCCCC (hexane), IC1=CC=CC2=CC=CC=C12 (1-iodonaphthalene). The reagents and catalysts are C=1C=CC(=CC1)/C=C/C(=O)/C=C/C2=CC=CC=C2.C=1C=CC(=CC1)/C=C/C(=O)/C=C/C2=CC=CC=C2.[Pd] (Pd(dba)2). The yield is 30.0%. Solvent: COCCOC (DME). Reaction SMILES: CCCCCC.I[C:8]1[C:17]2[C:12](=[CH:13][CH:14]=[CH:15][CH:16]=2)[CH:11]=[CH:10][CH:9]=1>COCCOC.C1C=CC(/C=C/C(/C=C/C2C=CC=CC=2)=O)=CC=1.C1C=CC(/C=C/C(/C=C/C2C=CC=CC=2)=O)=CC=1.[Pd]>[CH:16]1[C:17]2[C:12](=[CH:11][CH:10]=[CH:9][CH:8]=2)[CH:13]=[CH:14][CH:15]=1 |f:3.4.5|. The product is C1=CC=CC2=CC=CC=C12 (naphthalene). Procedure: Following General Procedure I, a mixture of hexane washed KH (160 mg, 4.0 mmol, 2.0 equiv), (Z)-21 (344 mg, 2.0 mmol, 1.0 equiv), 1-iodonaphthalene (292 μL, 2.0 mmol) and Pd(dba)2 (58 mg, 0.1 mmol, 0.05 equiv) was stirred in DME (4 mL) at room temperature for 15 min, and then was filtered through SiO2. Purification by column chromatography (RP C18, MeOH/H2O, 9/1) afforded 219 mg (49%) of (Z)-152a and 77 mg (30%) of naphthalene. The reactants are C(#N)[BH3-].[Na+] (sodium cyanoborohydride), CC(C)(OC(=O)N1CCN(CC1)C1=C(C=NC=N1)N)C (1-[1,1-dimethylethoxycarbonyl]-4-[5-amino-6-pyrimidinyl]piperazine), CC(=O)C (acetone), C(C)(=O)O (acetic acid). The solvent is [OH-].[Na+] (sodium hydroxide), ClCCl (dichloromethane), CO (methanol), CO (methanol). Reaction conditions: time 72 hour. Product: CC(C)(OC(=O)N1CCN(CC1)C1=C(C=NC=N1)NC(C)C)C (1-[1,1-Dimethylethoxycarbonyl]-4-[5-(1-methylethylamino)-6-pyrimidinyl]piperazine). RXN SMILES: C([BH3-])#N.[Na+].[CH3:5][C:6]([CH3:24])([O:8][C:9]([N:11]1[CH2:16][CH2:15][N:14]([C:17]2[N:22]=[CH:21][N:20]=[CH:19][C:18]=2[NH2:23])[CH2:13][CH2:12]1)=[O:10])[CH3:7].[CH3:25][C:26]([CH3:28])=O.C(O)(=O)C>CO.[OH-].[Na+].ClCCl>[CH3:7][C:6]([CH3:24])([O:8][C:9]([N:11]1[CH2:12][CH2:13][N:14]([C:17]2[N:22]=[CH:21][N:20]=[CH:19][C:18]=2[NH:23][CH:26]([CH3:28])[CH3:25])[CH2:15][CH2:16]1)=[O:10])[CH3:5] |f:0.1,6.7|. Procedure: A solution of sodium cyanoborohydride (0.13 g) in methanol (4 ml) is added to a mixture of 1-[1,1-dimethylethoxycarbonyl]-4-[5-amino-6-pyrimidinyl]piperazine (PREPARATION 28, 0.44 g), acetone (3 ml), and glacial acetic acid (0.4 ml) in methanol (7 ml) at 0°. The mixture is stirred at 20°-25° for 72 h. The reaction is diluted with an aqueous sodium hydroxide solution (10%) and dichloromethane. The phases are separated and the organic phase is washed with water and the concentrated to a colorless ...